This data is from the Open Reaction Database (ORD), a public repository of structured organic reaction records. The task is: describe an organic reaction: reactants, conditions, products, and yield Reactants: CCOC(=O)/N=N/C(=O)OCC (Diethylazodicarboxyate), BrCCCO (3-bromo-1-propanol), C1(=CC=CC=C1)P(C1=CC=CC=C1)C1=CC=CC=C1 (triphenylphosphine), IC1=NNC2=NC=NC(=C21)N (3-iodo-1H-pyrazolo[3,4-d]pyrimidin-4-amine). The solvent is O1CCCC1 (tetrahydrofuran). Conditions: temperature 0 celsius, time 30 minute. Product: BrCCCN1N=C(C=2C1=NC=NC2N)I (1-(3-bromopropyl)-3-iodo-1H-pyrazolo[3,4-d]pyrimidin-4-amine). Reaction SMILES: [I:1][C:2]1[C:10]2[C:5](=[N:6][CH:7]=[N:8][C:9]=2[NH2:11])[NH:4][N:3]=1.[Br:12][CH2:13][CH2:14][CH2:15]O.C1(P(C2C=CC=CC=2)C2C=CC=CC=2)C=CC=CC=1.CCOC(/N=N/C(OCC)=O)=O>O1CCCC1>[Br:12][CH2:13][CH2:14][CH2:15][N:4]1[C:5]2=[N:6][CH:7]=[N:8][C:9]([NH2:11])=[C:10]2[C:2]([I:1])=[N:3]1. Reported procedure: A suspension of 3-iodo-1H-pyrazolo[3,4-d]pyrimidin-4-amine (10.00 g, 38.31 mmol) in tetrahydrofuran (150 mL) was treated with 3-bromo-1-propanol (15.98 g, 114.93 mmol) and triphenylphosphine (20.1 g, 76.62 mmol). Diethylazodicarboxyate (13.34 g, 76.62 mmol) was slowly added to the reaction mixture. The reaction mixture was stirred at 0° C. for 30 min, after which the ice bath was removed and was stirred for 30 minutes at room temperature. The reaction mixture was partially concentrated and ethyl... Starting materials: [Cr](=O)(=O)([O-])O[Cr](=O)(=O)[O-].[NH+]1=CC=CC=C1.[NH+]1=CC=CC=C1 (pyridinium dichromate), ClC1=C(C=CC(=C1)Cl)C(C)CCC(C)O (2-(2,4-dichlorophenyl)hexan-5-ol), O (water). The solvent is CN(C=O)C (dimethylformamide). Conditions: time 8 hour. Product: ClC1=C(C=CC(=C1)Cl)C(=C)CCC(C)=O (2-(2,4-dichlorophenyl)hex-1-en-5-one). The yield is 92.1%. As a reaction SMILES: [Cr](O[Cr]([O-])(=O)=O)([O-])(=O)=O.[NH+]1C=CC=CC=1.[NH+]1C=CC=CC=1.[Cl:22][C:23]1[CH:28]=[C:27]([Cl:29])[CH:26]=[CH:25][C:24]=1[CH:30]([CH2:32][CH2:33][CH:34]([OH:36])[CH3:35])[CH3:31].O>CN(C)C=O>[Cl:22][C:23]1[CH:28]=[C:27]([Cl:29])[CH:26]=[CH:25][C:24]=1[C:30]([CH2:32][CH2:33][C:34](=[O:36])[CH3:35])=[CH2:31] |f:0.1.2|. Procedure: A mixture of pyridinium dichromate (49 g) and 2-(2,4-dichlorophenyl)hexan-5-ol (16 g) in dry dimethylformamide (100 ml) was stirred overnight at room temperature then poured into water and extracted with ether. The extracts were washed successively with dilute hydrochloric acid and water, then dried over magnesium sulphate and concentrated under reduced pressure to give almost pure 2-(2,4-dichlorophenyl)hex-1-en-5-one (14.5 g, 91%) as a yellow oil, 1H n.m.r. (CDCl3): δ2.18 (3H,s), 2.4-3.0 (4H,m)... RXN SMILES: [CH2:38]1[O:39][CH2:40][CH2:41][CH2:42]1.[CH3:1][O:2][C:3]([CH:4]([CH2:5][c:6]1[cH:7][cH:8][c:9]([NH:12][S:13](=[O:14])(=[O:15])[CH3:16])[cH:10][cH:11]1)[NH:17][C:18](=[O:19])[CH:20]1[N:21]([S:25](=[O:26])(=[O:27])[c:28]2[cH:29][cH:30][c:31]([CH3:34])[cH:32][cH:33]2)[CH2:22][CH2:23][CH2:24]1)=[O:35].[Li+:37].[OH-:36].[OH2:43]>>[O:2]=[C:3]([CH:4]([CH2:5][c:6]1[cH:7][cH:8][c:9]([NH:12][S:13](=[O:14])(=[O:15])[CH3:16])[cH:10][cH:11]1)[NH:17][C:18](=[O:19])[CH:20]1[N:21]([S:25](=[O:26])(=[O:27])[c:28]2[cH:29][cH:30][c:31]([CH3:34])[cH:32][cH:33]2)[CH2:22][CH2:23][CH2:24]1)[OH:35]. Yields the product Cc1ccc(S(=O)(=O)N2CCCC2C(=O)NC(Cc2ccc(NS(C)(=O)=O)cc2)C(=O)O)cc1. Reactants: C1CCOC1, COC(=O)C(Cc1ccc(NS(C)(=O)=O)cc1)NC(=O)C1CCCN1S(=O)(=O)c1ccc(C)cc1, [Li+], [OH-], O. Reactants: C1OC2=CC(=C(C=C2O1)CC(=O)OC)C(C1=CC=C(C=C1)OC)=O (methyl 4,5-methylenedioxy-2-(4-methoxybenzoyl)phenylacetate), O.NN (hydrazine hydrate). Solvent: C(CC)O (1-propanol). The product is COC1=CC=C(C=C1)C1=NNC(CC2=C1C=C1C(=C2)OCO1)=O (1-(4-Methoxyphenyl)-7,8-methylenedioxy-3,5-dihydro-2,3-benzodiazepin-4(4H)-one). As a reaction SMILES: [CH2:1]1[O:9][C:8]2[C:3](=[CH:4][C:5]([C:15](=O)[C:16]3[CH:21]=[CH:20][C:19]([O:22][CH3:23])=[CH:18][CH:17]=3)=[C:6]([CH2:10][C:11](OC)=[O:12])[CH:7]=2)[O:2]1.O.[NH2:26][NH2:27]>C(O)CC>[CH3:23][O:22][C:19]1[CH:20]=[CH:21][C:16]([C:15]2[C:5]3[CH:4]=[C:3]4[O:2][CH2:1][O:9][C:8]4=[CH:7][C:6]=3[CH2:10][C:11](=[O:12])[NH:27][N:26]=2)=[CH:17][CH:18]=1 |f:1.2|. Procedure: The title compound was prepared from methyl 4,5-methylenedioxy-2-(4-methoxybenzoyl)phenylacetate (102 mg, 0.31 mmol) and hydrazine hydrate (30 μL, 0.53 mmol) in 1-propanol (8 mL), mp: 194°-196° C. 1H NMR (CDCl3) 8.48 (s, 1H), 7.55 (d, 2H, J=8.8), 6.94 (d, 2H, J=8.8), 6.83 (s, 1H), 6.66 (s, 1H), 6.03 (s, 2H), 3.86 (s, 3H), 3.44 (s, 2H). Anal. calcd. for C17H14N2O4 : C, 65.80; H, 4.55; N, 9.03. Found: C, 65.56; H, 4.57; N, 8.72. Starting materials: C1=CC(=C(C(=C1)Cl)Cl)C2=C(N=C(N=N2)N)N (lamotrigine), ClC1=C(C(=O)OC(C2=C(C(=CC=C2)Cl)Cl)=O)C=CC=C1Cl (2,3-dichlorobenzoic anhydride), ClC1=C(C(=O)C#N)C=CC=C1Cl (2,3-dichlorobenzoyl cyanide), C(O)(O)=O.NNC(=N)N (aminoguanidine bicarbonate), ClC1=C(C(=O)C#N)C=CC=C1Cl (2,3-Dichlorobenzoyl cyanide), intermediate 1.4. Solvent: S(O)(O)(=O)=O (sulphuric acid). Yields the product ClC1=C(C=CC=C1Cl)/C(/C#N)=N/NC(=N)N ((Z)-2-(2,3-dichlorophenyl)-2-(guanidinoimino)acetonitrile). As a reaction SMILES: [CH:1]1[CH:6]=[C:5]([Cl:7])[C:4]([Cl:8])=[C:3]([C:9]2[N:14]=[N:13][C:12]([NH2:15])=[N:11][C:10]=2[NH2:16])[CH:2]=1.ClC1C(Cl)=CC=CC=1C(C#N)=O.ClC1C(Cl)=CC=CC=1C(OC(=O)C1C=CC=C(Cl)C=1Cl)=O.C(=O)(O)O.NNC(N)=N>S(=O)(=O)(O)O>[Cl:8][C:4]1[C:5]([Cl:7])=[CH:6][CH:1]=[CH:2][C:3]=1/[C:9](=[N:14]/[NH:13][C:12]([NH2:15])=[NH:11])/[C:10]#[N:16] |f:3.4|. Procedure: The synthesis of lamotrigine is illustrated in Reference Example 1. 2,3-Dichlorobenzoyl cyanide, which is intermediate 1.4 in that synthesis, may contain up to 10% of 2,3-dichlorobenzoic anhydride as a contaminant. When the 2,3-dichlorobenzoyl cyanide is treated with a solution of aminoguanidine bicarbonate in sulphuric acid, which is step (d) in Reference Example 1, the adduct (Z)-2-(2,3-dichlorophenyl)-2-(guanidinoimino)acetonitrile (intermediate 1.5) is produced. The anhydride contaminant can... Reactants: CON(C(=O)C1=NN(C=C1Cl)CC(F)F)C (4-chloro-1-(2,2-difluoro-ethyl)-1H-pyrazole-3-carboxylic acid methoxy-methyl-amide), C[Mg]Br (methylmagnesium bromide). The product is ClC=1C(=NN(C1)CC(F)F)C(C)=O (1-(4-Chloro-1-(2,2-difluoroethyl)-1H-pyrazol-3-yl)ethanone). Isolated yield 66.0%. As a reaction SMILES: CON(C)[C:4]([C:6]1[C:10]([Cl:11])=[CH:9][N:8]([CH2:12][CH:13]([F:15])[F:14])[N:7]=1)=[O:5].[CH3:17][Mg]Br>>[Cl:11][C:10]1[C:6]([C:4](=[O:5])[CH3:17])=[N:7][N:8]([CH2:12][CH:13]([F:15])[F:14])[CH:9]=1. Procedure details: In a manner analogous to that described in Example 14 b), the Grignard reaction of 4-chloro-1-(2,2-difluoro-ethyl)-1H-pyrazole-3-carboxylic acid methoxy-methyl-amide with methylmagnesium bromide yielded the title compound (66% yield) as a colorless oil. MS (ISP): m/z=209.0 [M+H]+.